The task is: describe an organic reaction: reactants, conditions, products, and yield. This data is from the Open Reaction Database (ORD), a public repository of structured organic reaction records. Starting materials: CC(C)(C)OC(=O)CSc1nc2cc(C#Cc3ccc(CO)cc3)c(Cl)cc2[nH]1, CS(C)=O, O=C(O)C(F)(F)F, O. The product is O=C(O)CSc1nc2cc(C#Cc3ccc(CO)cc3)c(Cl)cc2[nH]1. Reaction SMILES: [C:1]([CH3:2])([CH3:3])([CH3:4])[O:5][C:6]([CH2:7][S:8][c:9]1[n:10][c:11]2[c:12]([nH:13]1)[cH:14][c:15]([Cl:28])[c:16]([C:18]#[C:19][c:20]1[cH:21][cH:22][c:23]([CH2:26][OH:27])[cH:24][cH:25]1)[cH:17]2)=[O:29].[CH3:38][S:39]([CH3:40])=[O:41].[F:30][C:31]([F:32])([F:33])[C:34]([OH:35])=[O:36].[OH2:37]>>[O:5]=[C:6]([CH2:7][S:8][c:9]1[n:10][c:11]2[c:12]([nH:13]1)[cH:14][c:15]([Cl:28])[c:16]([C:18]#[C:19][c:20]1[cH:21][cH:22][c:23]([CH2:26][OH:27])[cH:24][cH:25]1)[cH:17]2)[OH:29]. Starting materials: N(=NC(=O)OCC)C(=O)OCC (diethyl azodicarboxylate), FC1=CC2=C(C(=NO2)C2CCN(CC2)C(CO)CC)C=C1 (2-[4-(6-fluoro-1,2-benzisoxazol-3-yl)-1-piperidinyl]-butanol), C1(C=2C(C(N1)=O)=CC=CC2)=O (phthalimide), C1(=CC=CC=C1)P(C1=CC=CC=C1)C1=CC=CC=C1 (triphenylphosphine). Solvent: C1CCOC1 (THF), C1CCOC1 (THF), CCOCC (ether). Conditions: time 24 hour. Product: FC1=CC2=C(C(=NO2)C2CCN(CC2)C(CCN2C(C=3C(C2=O)=CC=CC3)=O)C)C=C1 (N-[3-[4-(6-Fluoro-1,2-benzisoxazol-3-yl)-1-piperidinyl]butyl]phthalimide). Reaction SMILES: N(C(OCC)=O)=NC(OCC)=O.[F:13][C:14]1[CH:33]=[CH:32][C:17]2[C:18]([CH:21]3[CH2:26][CH2:25][N:24]([CH:27]([CH2:30][CH3:31])[CH2:28]O)[CH2:23][CH2:22]3)=[N:19][O:20][C:16]=2[CH:15]=1.[C:34]1(=[O:44])[NH:38][C:37](=[O:39])[C:36]2=[CH:40][CH:41]=[CH:42][CH:43]=[C:35]12.C1(P(C2C=CC=CC=2)C2C=CC=CC=2)C=CC=CC=1>C1COCC1.CCOCC>[F:13][C:14]1[CH:33]=[CH:32][C:17]2[C:18]([CH:21]3[CH2:26][CH2:25][N:24]([CH:27]([CH3:28])[CH2:30][CH2:31][N:38]4[C:34](=[O:44])[C:35]5=[CH:43][CH:42]=[CH:41][CH:40]=[C:36]5[C:37]4=[O:39])[CH2:23][CH2:22]3)=[N:19][O:20][C:16]=2[CH:15]=1. Reported procedure: A solution of diethyl azodicarboxylate (DEAD, 4.9 g, 28.3 mmol) in THF (50 ml) was added dropwise to a solution of 2-[4-(6-fluoro-1,2-benzisoxazol-3-yl)-1-piperidinyl]-butanol (6.9 g, 23.6 mmol), phthalimide (4.16 gm, 1.2 eq), and triphenylphosphine (7.4 g, 28.3 mmol) in THF (200 ml) at room temperature. The solution was stirred at room temperature for 24 hours. After the reaction, the solvent was stripped and the residue was stirred in ether (200 ml). The insolubles were removed by filtration. ... Starting materials: CO, CCOC(C)=O, CS(=O)c1ccc(-c2cc(-c3ccncc3)c(-c3ccc(F)cc3)[nH]2)cc1, OO. The product is CS(=O)(=O)c1ccc(-c2cc(-c3ccncc3)c(-c3ccc(F)cc3)[nH]2)cc1. Reaction SMILES: [CH3:30][OH:31].[CH3:32][CH2:33][O:34][C:35](=[O:36])[CH3:37].[F:1][c:2]1[cH:3][cH:4][c:5](-[c:8]2[nH:9][c:10](-[c:19]3[cH:20][cH:21][c:22]([S:25](=[O:26])[CH3:27])[cH:23][cH:24]3)[cH:11][c:12]2-[c:13]2[cH:14][cH:15][n:16][cH:17][cH:18]2)[cH:6][cH:7]1.[OH:28][OH:29]>>[F:1][c:2]1[cH:3][cH:4][c:5](-[c:8]2[nH:9][c:10](-[c:19]3[cH:20][cH:21][c:22]([S:25](=[O:26])([CH3:27])=[O:28])[cH:23][cH:24]3)[cH:11][c:12]2-[c:13]2[cH:14][cH:15][n:16][cH:17][cH:18]2)[cH:6][cH:7]1. The reactants are C(#C)[C@@]\1(CC2(OCCO2)C=2C(=CON2)/C1=C\C(=O)OC)O ((E)-2-[(5R)-5-Ethynyl-4,5,6,7-tetrahydro-5-hydroxyspiro[2,1-benzisoxazole-7,2'-[1,3]dioxolan]-4-ylidene]acetic acid, methyl ester), N1=C(C=CC=C1C)C (2,6-lutidine), FC(S(=O)(=O)O[Si](CC)(CC)CC)(F)F (triethylsilyl trifluoromethanesulfonate), CO (methanol). Run in ClCCl (dichloromethane), [Cl-].[Na+].O (brine). Run at time 30 minute. The product is C(#C)[C@@]\1(CC2(OCCO2)C=2C(=CON2)/C1=C\C(=O)OC)O[Si](CC)(CC)CC ((E)-2-[(5R)-5-Ethynyl-4,5,6,7-tetrahydro-5-[(triethylsilyl)oxy] spiro[2,1-benzisoxazole-7,2'-[1,3]dioxolan]-4-ylidene]acetic acid, methyl ester). Isolated yield 95.5%. RXN SMILES: [C:1]([C@:3]1([OH:21])[CH2:4][C:5]2([C:10]3[C:11](/[C:15]/1=[CH:16]\[C:17]([O:19][CH3:20])=[O:18])=[CH:12][O:13][N:14]=3)[O:9][CH2:8][CH2:7][O:6]2)#[CH:2].N1C(C)=CC=CC=1C.FC(F)(F)S(O[Si:36]([CH2:41][CH3:42])([CH2:39][CH3:40])[CH2:37][CH3:38])(=O)=O.CO>ClCCl.[Cl-].[Na+].O>[C:1]([C@:3]1([O:21][Si:36]([CH2:41][CH3:42])([CH2:39][CH3:40])[CH2:37][CH3:38])[CH2:4][C:5]2([C:10]3[C:11](/[C:15]/1=[CH:16]\[C:17]([O:19][CH3:20])=[O:18])=[CH:12][O:13][N:14]=3)[O:6][CH2:7][CH2:8][O:9]2)#[CH:2] |f:5.6.7|. Reported procedure: A solution of Compound 60 (1.657 g, 5.69 mmol) in dichloromethane (10 mL) was treated with 2,6-lutidine (2.00 mL, 17.1 mmol) and triethylsilyl trifluoromethanesulfonate (2.58 mL, 11.4 mmol) at zero degrees C. The solution was stirred 30 minutes, anhydrous methanol (2 mL) was added, the mixture was poured into brine (50 mL) and extracted with dichloromethane (3×50 mL). The organic extracts were dried (Na2SO4), concentrated and purified by flash chromatography (20% Et2O in petroleum ether) to give... Starting materials: O (Water), [N+](=O)([O-])C1=C2C=CNC2=CC=C1 (4-nitroindole), [OH-].[K+] (potassium hydroxide), ClC=1C=C(C=C(C1F)Cl)C(F)(F)F (3,5-dichloro-4-fluorobenzotrifluoride). Solvent: C(Cl)Cl (methylene chloride), CS(=O)C (dimethylsulfoxide). Reaction conditions: time 30 minute. Yields the product ClC1=C(C(=CC(=C1)C(F)(F)F)Cl)N1C=CC2=C(C=CC=C12)[N+](=O)[O-] (1-[2',6'-dichloro-4'-trifluoromethylphenyl]-4-nitroindole). Reaction SMILES: [N+:1]([C:4]1[CH:12]=[CH:11][CH:10]=[C:9]2[C:5]=1[CH:6]=[CH:7][NH:8]2)([O-:3])=[O:2].[OH-].[K+].[Cl:15][C:16]1[CH:17]=[C:18]([C:24]([F:27])([F:26])[F:25])[CH:19]=[C:20]([Cl:23])[C:21]=1F.O>CS(C)=O.C(Cl)Cl>[Cl:15][C:16]1[CH:17]=[C:18]([C:24]([F:25])([F:26])[F:27])[CH:19]=[C:20]([Cl:23])[C:21]=1[N:8]1[C:9]2[C:5](=[C:4]([N+:1]([O-:3])=[O:2])[CH:12]=[CH:11][CH:10]=2)[CH:6]=[CH:7]1 |f:1.2|. Procedure: A mixture of 4-nitroindole (0.5 g, 3.0 mmol), potassium hydroxide pellets (0.7 g, 12.0 mmol) in 40.0 ml dimethylsulfoxide were stirred for 30 minutes at room temperature. Then 3,5-dichloro-4-fluorobenzotrifluoride was added and stirred at room temperature for 3 hours. Water and methylene chloride were added and the mixture was stirred for 10 minutes. The organic phase was separated, washed with water, dried and stripped under vacuum to yield 1.0 g of yellow solid of the desired product. The stru...